describe an organic reaction: reactants, conditions, products, and yield From a dataset of the Open Reaction Database (ORD), a public repository of structured organic reaction records. As a reaction SMILES: [CH3:40][CH2:41][OH:42].[NH2:27][c:28]1[c:29]([C:34]([CH3:35])=[O:36])[cH:30][cH:31][cH:32][cH:33]1.[Na+:38].[OH-:37].[OH2:39].[c:1]1([C:7]([n:8]2[c:9]([CH:13]=[O:14])[n:10][cH:11][cH:12]2)([c:15]2[cH:16][cH:17][cH:18][cH:19][cH:20]2)[c:21]2[cH:22][cH:23][cH:24][cH:25][cH:26]2)[cH:2][cH:3][cH:4][cH:5][cH:6]1>>[c:1]1([C:7]([n:8]2[c:9]([CH:13]=[CH:35][C:34]([c:29]3[c:28]([NH2:27])[cH:33][cH:32][cH:31][cH:30]3)=[O:36])[n:10][cH:11][cH:12]2)([c:15]2[cH:16][cH:17][cH:18][cH:19][cH:20]2)[c:21]2[cH:22][cH:23][cH:24][cH:25][cH:26]2)[cH:2][cH:3][cH:4][cH:5][cH:6]1. The product is Nc1ccccc1C(=O)C=Cc1nccn1C(c1ccccc1)(c1ccccc1)c1ccccc1. Reactants: CCO, CC(=O)c1ccccc1N, [Na+], [OH-], O, O=Cc1nccn1C(c1ccccc1)(c1ccccc1)c1ccccc1. The reactants are O1C(SCC1)C=1C=NC=NC1 (5-(1,3-oxathiolan-2-yl)pyrimidine), CI (Methyl iodide). The solvent is C(C)#N (acetonitrile). Run at time 8 hour. The product is [I-].C[N+]1=CN=CC(=C1)C1OCCS1 (1-Methyl-5-(1,3-oxathiolan-2-yl)pyrimidinium Iodide). Isolated yield 83.4%. As a reaction SMILES: [O:1]1[CH2:5][CH2:4][S:3][CH:2]1[C:6]1[CH:7]=[N:8][CH:9]=[N:10][CH:11]=1.[CH3:12][I:13]>C(#N)C>[I-:13].[CH3:12][N+:10]1[CH:11]=[C:6]([CH:2]2[S:3][CH2:4][CH2:5][O:1]2)[CH:7]=[N:8][CH:9]=1 |f:3.4|. Reported procedure: 5-(1,3-oxathiolan-2-yl)pyrimidine (0.780 g, 5.1 mmol) and acetonitrile (3 ml) are stirred under dry nitrogen in a bomb tube with rubber seal. Methyl iodide (0.7 ml, 11.30 mmol) is added, the bomb properly sealed, and stirring continued at room temperature overnight. This results in a yellow suspension which is vacuum-filtered to obtain yellow powdery crystals. The powder is put in a drying pistol to give 1.32 g (84%) yellow crystals. Recrystallization from ethanol gives fine crystals identified ...